Dataset: the Open Reaction Database (ORD), a public repository of structured organic reaction records. Task: describe an organic reaction: reactants, conditions, products, and yield Reactants: Brc1conc1-c1cccnc1, CCCCCC#C[Si](C)(C)C, CCCC[N+](CCCC)(CCCC)CCCC, CCOC(C)=O, [F-], [K+], CC(=O)[O-], CC(=O)[O-], CC(=O)[O-], CN(C)C=O, [Pd+2]. The product is CCCCCC#Cc1conc1-c1cccnc1. Reaction SMILES: [Br:1][c:2]1[c:3](-[c:7]2[cH:8][n:9][cH:10][cH:11][cH:12]2)[n:4][o:5][cH:6]1.[C:13](#[C:14][CH2:15][CH2:16][CH2:17][CH2:18][CH3:19])[Si:20]([CH3:21])([CH3:22])[CH3:23].[CH2:30]([N+:31]([CH2:32][CH2:33][CH2:34][CH3:35])([CH2:36][CH2:37][CH2:38][CH3:39])[CH2:40][CH2:41][CH2:42][CH3:43])[CH2:44][CH2:45][CH3:46].[CH3:47][CH2:48][O:49][C:50](=[O:51])[CH3:52].[F-:29].[K+:28].[O-:24][C:25]([CH3:26])=[O:27].[O-:54][C:55]([CH3:56])=[O:57].[O-:58][C:59]([CH3:60])=[O:61].[O:62]=[CH:63][N:64]([CH3:65])[CH3:66].[Pd+2:53]>>[c:2]1([C:13]#[C:14][CH2:15][CH2:16][CH2:17][CH2:18][CH3:19])[c:3](-[c:7]2[cH:8][n:9][cH:10][cH:11][cH:12]2)[n:4][o:5][cH:6]1. Starting materials: BrC=1C=CC(=NC1)N1CCNCC1 (1-(5-bromopyridin-2-yl)piperazine), N1=CC=CC2=CC=C3C=CC=NC3=C12 (1,10-phenanthroline), C([O-])([O-])=O.[Cs+].[Cs+] (Cesium carbonate). The reagents and catalysts are [Cu]I (Copper (I) iodide), [Cu]I (copper (I) iodide). Run in C(Cl)Cl (DCM), C(C1=CC=CC=C1)O (benzyl alcohol). Conditions: temperature 120 celsius, time 24 hour. The product is C(C1=CC=CC=C1)OC=1C=CC(=NC1)N1CCNCC1 (1-[5-(benzyloxy)pyridin-2-yl]piperazine). As a reaction SMILES: Br[C:2]1[CH:3]=[CH:4][C:5]([N:8]2[CH2:13][CH2:12][NH:11][CH2:10][CH2:9]2)=[N:6][CH:7]=1.N1[C:27]2[C:18](=[CH:19][CH:20]=[C:21]3[C:26]=2N=CC=C3)[CH:17]=CC=1.C(=O)([O-])[O-:29].[Cs+].[Cs+]>C(O)C1C=CC=CC=1.C(Cl)Cl.[Cu]I>[CH2:17]([O:29][C:2]1[CH:3]=[CH:4][C:5]([N:8]2[CH2:13][CH2:12][NH:11][CH2:10][CH2:9]2)=[N:6][CH:7]=1)[C:18]1[CH:27]=[CH:26][CH:21]=[CH:20][CH:19]=1 |f:2.3.4|. Procedure details: A vigorously stirred suspension of 1-(5-bromopyridin-2-yl)piperazine (CAS number 73406-97-0, 116 g, 479 mmol), 1,10-phenanthroline (17.3 g, 96 mmol), Cesium carbonate (312 g, 960 mmol) and Copper (I) iodide (91 g, 480 mmol) in benzyl alcohol (960 mL) was stirred at 120° C. under an inert atmosphere for 24 hours, adding further aliquots of copper (I) iodide (5×91 g) every hour. Cooled to 40° C. and diluted with DCM (1L), stirring at room temperature for 30 minutes. Filtered through celite, washin...